This data is from the Open Reaction Database (ORD), a public repository of structured organic reaction records. The task is: describe an organic reaction: reactants, conditions, products, and yield The reactants are N1C=CC2=CC=C(C=C12)CN(S(=O)(=O)C1=CC=C(C(=O)OCC)C=C1)C=1N=CC2=CC=CC=C2C1C (ethyl 4-{[(1H-indol-6-ylmethyl)(4-methylisoquinolin-3-yl)amino]sulfonyl}benzoate), ClN1C(CCC1=O)=O (N-chlorosuccinimide). Run in O1CCCC1 (tetrahydrofuran). Reaction conditions: time 17 hour. Product: ClC1=CNC2=CC(=CC=C12)CN(S(=O)(=O)C1=CC=C(C(=O)OCC)C=C1)C=1N=CC2=CC=CC=C2C1C (ethyl 4-{[[(3-chloro-1H-indol-6-yl)methyl] (4-methylisoquinolin-3-yl)amino]sulfonyl}benzoate). Yield: 64.5%. As a reaction SMILES: [NH:1]1[C:9]2[C:4](=[CH:5][CH:6]=[C:7]([CH2:10][N:11]([C:26]3[N:27]=[CH:28][C:29]4[C:34]([C:35]=3[CH3:36])=[CH:33][CH:32]=[CH:31][CH:30]=4)[S:12]([C:15]3[CH:25]=[CH:24][C:18]([C:19]([O:21][CH2:22][CH3:23])=[O:20])=[CH:17][CH:16]=3)(=[O:14])=[O:13])[CH:8]=2)[CH:3]=[CH:2]1.[Cl:37]N1C(=O)CCC1=O>O1CCCC1>[Cl:37][C:3]1[C:4]2[C:9](=[CH:8][C:7]([CH2:10][N:11]([C:26]3[N:27]=[CH:28][C:29]4[C:34]([C:35]=3[CH3:36])=[CH:33][CH:32]=[CH:31][CH:30]=4)[S:12]([C:15]3[CH:16]=[CH:17][C:18]([C:19]([O:21][CH2:22][CH3:23])=[O:20])=[CH:24][CH:25]=3)(=[O:14])=[O:13])=[CH:6][CH:5]=2)[NH:1][CH:2]=1. Reported procedure: To a solution of ethyl 4-{[(1H-indol-6-ylmethyl)(4-methylisoquinolin-3-yl)amino]sulfonyl}benzoate (177 mg, 0.36 mmol) prepared in Example 116 in tetrahydrofuran (1.8 mL) was added N-chlorosuccinimide (57 mg, 0.43 mmol) at room temperature, and the mixture was stirred for 17 hours. The reaction solution was concentrated under reduced pressure, and the resulting residue was purified by silica gel column chromatography (hexane:ethyl acetate=5:1→1:1) to give ethyl 4-{[[(3-chloro-1H-indol-6-yl)methyl... Reactants: CCOC(=O)CBr, COc1cc2c(c3c1OC(C)(C)C3)C(c1ccc(C(C)(C)C(N)=O)cc1)=NC(C)(C)C2, CN(C)C=O, CC(C)(C)[O-], [K+], O. Yields the product CCOC(=O)CNC(=O)C(C)(C)c1ccc(C2=NC(C)(C)Cc3cc(OC)c4c(c32)CC(C)(C)O4)cc1. RXN SMILES: [Br:1][CH2:2][C:3](=[O:4])[O:5][CH2:6][CH3:7].[CH3:14][C:15]([C:16](=[O:17])[NH2:18])([c:19]1[cH:20][cH:21][c:22]([C:25]2=[N:26][C:27]([CH3:42])([CH3:43])[CH2:28][c:29]3[cH:30][c:31]([O:40][CH3:41])[c:32]4[c:33]([c:34]32)[CH2:35][C:36]([CH3:38])([CH3:39])[O:37]4)[cH:23][cH:24]1)[CH3:44].[CH3:46][N:47]([CH3:48])[CH:49]=[O:50].[CH3:8][C:9]([CH3:10])([O-:11])[CH3:12].[K+:13].[OH2:45]>>[CH2:2]([C:3](=[O:4])[O:5][CH2:6][CH3:7])[NH:18][C:16]([C:15]([CH3:14])([c:19]1[cH:20][cH:21][c:22]([C:25]2=[N:26][C:27]([CH3:42])([CH3:43])[CH2:28][c:29]3[cH:30][c:31]([O:40][CH3:41])[c:32]4[c:33]([c:34]32)[CH2:35][C:36]([CH3:38])([CH3:39])[O:37]4)[cH:23][cH:24]1)[CH3:44])=[O:17]. Reactants: BrC=1C=CC\2=C(\N=C(/C\C(=C2)\C(N(CCC)CCCO[Si](C)(C)C(C)(C)C)=O)\NC(OC(C)(C)C)=O)C1 (tert-butyl (1E,4E)-8-bromo-4-((3-(tert-butyldimethylsilyloxy)propyl)(propyl)carbamoyl)-3H-benzo[b]azepin-2-ylcarbamate), BrC1=C(C=CC=C1)CC(=O)OCC(C)C (isobutyl 2-(2-bromophenyl)acetate), C([O-])([O-])=O.[K+].[K+] (potassium carbonate). The reagents and catalysts are C=1C=CC(=CC1)[P](C=2C=CC=CC2)(C=3C=CC=CC3)[Pd]([P](C=4C=CC=CC4)(C=5C=CC=CC5)C=6C=CC=CC6)([P](C=7C=CC=CC7)(C=8C=CC=CC8)C=9C=CC=CC9)[P](C=1C=CC=CC1)(C=1C=CC=CC1)C=1C=CC=CC1 (tetrakis(triphenylphosphine)palladium(0)). The solvent is C(C)#N (acetonitrile), CCOC(=O)C (EtOAc). Reaction conditions: temperature 100 celsius. Product: C(C)(C)(C)OC(=O)N/C=1/C\C(=C/C2=C(\N1)C=C(C=C2)C2=CC=C(C=C2)CC(=O)OCC(C)C)\C(N(CCC)CCCO[Si](C)(C)C(C)(C)C)=O (isobutyl 2-(4-((1E,4E)-2-(tert-butoxycarbonylamino)-4-((3-(tert-butyldimethylsilyloxy)propyl)(propyl)carbamoyl)-3H-benzo[b]azepin-8-yl)phenyl)acetate). Reaction SMILES: Br[C:2]1[CH:3]=[CH:4][C:5]2=[C:6]([CH:37]=1)[N:7]=[C:8]([NH:29][C:30](=[O:36])[O:31][C:32]([CH3:35])([CH3:34])[CH3:33])[CH2:9][C:10]([C:12](=[O:28])[N:13]([CH2:17][CH2:18][CH2:19][O:20][Si:21]([C:24]([CH3:27])([CH3:26])[CH3:25])([CH3:23])[CH3:22])[CH2:14][CH2:15][CH3:16])=[CH:11]2.Br[C:39]1[CH:44]=[CH:43][CH:42]=[CH:41][C:40]=1[CH2:45][C:46]([O:48][CH2:49][CH:50]([CH3:52])[CH3:51])=[O:47].C(=O)([O-])[O-].[K+].[K+]>C(#N)C.CCOC(C)=O.C1C=CC([P]([Pd]([P](C2C=CC=CC=2)(C2C=CC=CC=2)C2C=CC=CC=2)([P](C2C=CC=CC=2)(C2C=CC=CC=2)C2C=CC=CC=2)[P](C2C=CC=CC=2)(C2C=CC=CC=2)C2C=CC=CC=2)(C2C=CC=CC=2)C2C=CC=CC=2)=CC=1>[C:32]([O:31][C:30]([NH:29][C:8]1[CH2:9][C:10]([C:12](=[O:28])[N:13]([CH2:17][CH2:18][CH2:19][O:20][Si:21]([C:24]([CH3:27])([CH3:25])[CH3:26])([CH3:22])[CH3:23])[CH2:14][CH2:15][CH3:16])=[CH:11][C:5]2[CH:4]=[CH:3][C:2]([C:43]3[CH:42]=[CH:41][C:40]([CH2:45][C:46]([O:48][CH2:49][CH:50]([CH3:52])[CH3:51])=[O:47])=[CH:39][CH:44]=3)=[CH:37][C:6]=2[N:7]=1)=[O:36])([CH3:34])([CH3:35])[CH3:33] |f:2.3.4,^1:71,73,92,111|. Procedure details: tert-butyl (1E,4E)-8-bromo-4-((3-(tert-butyldimethylsilyloxy)propyl)(propyl)carbamoyl)-3H-benzo[b]azepin-2-ylcarbamate, isobutyl 2-(2-bromophenyl)acetate (1.5 equiv), tetrakis(triphenylphosphine)palladium(0), 2M aqueous potassium carbonate (3 equiv) were combined in 2 mls of acetonitrile in a microwave reaction vial. This mixture was heated in a microwave to 100° C. for 30 minutes. The mixture was then diluted with EtOAc, washed twice with brine, dried over sodium sulfate, and concentrated under... The reactants are CCO, N#Cc1cc(Cl)ccc1-n1cnnn1, N. Yields the product NCc1cc(Cl)ccc1-n1cnnn1. RXN SMILES: [CH3:16][CH2:17][OH:18].[Cl:1][c:2]1[cH:3][cH:4][c:5](-[n:10]2[n:11][n:12][n:13][cH:14]2)[c:6]([C:7]#[N:8])[cH:9]1.[NH3:15]>>[Cl:1][c:2]1[cH:3][cH:4][c:5](-[n:10]2[n:11][n:12][n:13][cH:14]2)[c:6]([CH2:7][NH2:8])[cH:9]1. The reactants are CCOC(=O)C1=C(C)NC(C=O)=C(C(=O)OCC)C1c1ccccc1[N+](=O)[O-], NCCO, O, Cc1ccc(S(=O)(=O)O)cc1, c1ccccc1. Yields the product CCOC(=O)C1=C(C)NC(C=NCCO)=C(C(=O)OCC)C1c1ccccc1[N+](=O)[O-]. As a reaction SMILES: [CH3:1][C:2]1=[C:7]([C:8](=[O:9])[O:10][CH2:11][CH3:12])[CH:6]([c:13]2[c:14]([N+:19](=[O:20])[O-:21])[cH:15][cH:16][cH:17][cH:18]2)[C:5]([C:22](=[O:23])[O:24][CH2:25][CH3:26])=[C:4]([CH:27]=[O:28])[NH:3]1.[NH2:29][CH2:30][CH2:31][OH:32].[OH2:44].[c:33]1([CH3:34])[cH:35][cH:36][c:37]([S:38]([OH:39])(=[O:40])=[O:41])[cH:42][cH:43]1.[cH:45]1[cH:46][cH:47][cH:48][cH:49][cH:50]1>>[CH3:1][C:2]1=[C:7]([C:8](=[O:9])[O:10][CH2:11][CH3:12])[CH:6]([c:13]2[c:14]([N+:19](=[O:20])[O-:21])[cH:15][cH:16][cH:17][cH:18]2)[C:5]([C:22](=[O:23])[O:24][CH2:25][CH3:26])=[C:4]([CH:27]=[N:29][CH2:30][CH2:31][OH:32])[NH:3]1.